This data is from the Open Reaction Database (ORD), a public repository of structured organic reaction records. The task is: describe an organic reaction: reactants, conditions, products, and yield Reactants: O=c1ccc2c(C(O)CCl)ccc(OCc3ccccc3)c2[nH]1, [Na+], CN(C)C=O, [OH-], O. Product: O=c1ccc2c(C3CO3)ccc(OCc3ccccc3)c2[nH]1. As a reaction SMILES: [CH2:1]([c:2]1[cH:3][cH:4][cH:5][cH:6][cH:7]1)[O:8][c:9]1[cH:10][cH:11][c:12]([CH:20]([CH2:21][Cl:22])[OH:23])[c:13]2[cH:14][cH:15][c:16](=[O:19])[nH:17][c:18]12.[Na+:25].[O:27]=[CH:28][N:29]([CH3:30])[CH3:31].[OH-:24].[OH2:26]>>[CH2:1]([c:2]1[cH:3][cH:4][cH:5][cH:6][cH:7]1)[O:8][c:9]1[cH:10][cH:11][c:12]([CH:20]2[CH2:21][O:23]2)[c:13]2[cH:14][cH:15][c:16](=[O:19])[nH:17][c:18]12. Reaction SMILES: [Cl:4][c:5]1[c:6]([C:7](=[O:8])[OH:9])[cH:10][cH:11][cH:12][cH:13]1.[N+:1](=[N-:2])=[CH2:3]>>[CH3:3][O:9][C:7]([c:6]1[c:5]([Cl:4])[cH:13][cH:12][cH:11][cH:10]1)=[O:8]. Starting materials: O=C(O)c1ccccc1Cl, C=[N+]=[N-]. Product: COC(=O)c1ccccc1Cl. Run at temperature 95 celsius, time 8 hour. Yields the product C1(=CC=CC=C1)S[C@H]1[C@H](OC(C(C)(C)C)=O)[C@@H](OC(C(C)(C)C)=O)[C@@H](OC(C(C)(C)C)=O)[C@H](O1)COC(C(C)(C)C)=O (1-deoxy-1-(phenylthio)-2,3,4,6-tetra-O-pivaloyl-β-D-galactopyranose). Reactants: C1(=CC=CC=C1)S[C@H]1[C@H](O)[C@@H](O)[C@@H](O)[C@H](O1)CO (1-deoxy-1-(phenylthio)-β-D-galactopyranose), C(C(C)(C)C)(=O)Cl (pivaloyl chloride). RXN SMILES: [C:1]1([S:7][C@@H:8]2[O:16][C@H:15]([CH2:17][OH:18])[C@H:13]([OH:14])[C@H:11]([OH:12])[C@H:9]2[OH:10])[CH:6]=[CH:5][CH:4]=[CH:3][CH:2]=1.[C:19](Cl)(=[O:24])[C:20]([CH3:23])([CH3:22])[CH3:21]>N1C=CC=CC=1.CN(C1C=CN=CC=1)C>[C:1]1([S:7][C@@H:8]2[O:16][C@H:15]([CH2:17][O:18][C:19](=[O:24])[C:20]([CH3:23])([CH3:22])[CH3:21])[C@H:13]([O:14][C:19](=[O:24])[C:20]([CH3:23])([CH3:22])[CH3:21])[C@H:11]([O:12][C:19](=[O:24])[C:20]([CH3:23])([CH3:22])[CH3:21])[C@H:9]2[O:10][C:19](=[O:24])[C:20]([CH3:23])([CH3:22])[CH3:21])[CH:2]=[CH:3][CH:4]=[CH:5][CH:6]=1. Yield: 76.3%. Solvent: N1=CC=CC=C1 (pyridine). The reagents and catalysts are CN(C)C=1C=CN=CC1 (DMAP). Procedure: To a solution of 1-deoxy-1-(phenylthio)-β-D-galactopyranose (0.38 g, 1.4 mmol) in 25 mL of pyridine, pivaloyl chloride (1.75 mL, 14.0 mmol) and DMAP (0.200 g, 1.40 mmol) are added. The reaction mixture is stirred at 90-100° C. for 8 h. Pyridine is removed under reduced pressure, and the residue is dissolved in 100 mL of CH2Cl2 and washed with dilute HCl (100 mL), H2O (100 mL), dried over Na2SO4, filtered, concentrated and purified by flash chromatography (10% EtOAc/hexane) to give 0.65 g (76%) o... The reactants are O (Water), C1(=CC=CC=C1)C (toluene), NC=1C(=NC(=C(N1)Cl)C1=CN(C(C=C1)=O)C(C)C)C(=O)N (3-amino-5-chloro-6-(1-isopropyl-6-oxo-1,6-dihydro-3-pyridyl)-2-pyrazinecarboxamide), C(CCC)[Sn](C1=NC=CC=C1)(CCCC)CCCC (2-(tributylstannyl)pyridine). The reagents and catalysts are C=1C=CC(=CC1)[P](C=2C=CC=CC2)(C=3C=CC=CC3)[Pd]([P](C=4C=CC=CC4)(C=5C=CC=CC5)C=6C=CC=CC6)([P](C=7C=CC=CC7)(C=8C=CC=CC8)C=9C=CC=CC9)[P](C=1C=CC=CC1)(C=1C=CC=CC1)C=1C=CC=CC1 (Pd(PPh3)4). Run in CCOC(=O)C (EtOAc). Yields the product NC=1C(=NC(=C(N1)C1=NC=CC=C1)C1=CN(C(C=C1)=O)C(C)C)C(=O)N (3-amino-6-(1-isopropyl-6-oxo-1,6-dihydro-3-pyridyl)-5-(2-pyridyl)-2-pyrazinecarboxamide). Isolated yield 28.1%. RXN SMILES: C1(C)C=CC=CC=1.[NH2:8][C:9]1[C:10]([C:26]([NH2:28])=[O:27])=[N:11][C:12]([C:16]2[CH:21]=[CH:20][C:19](=[O:22])[N:18]([CH:23]([CH3:25])[CH3:24])[CH:17]=2)=[C:13](Cl)[N:14]=1.C([Sn](CCCC)(CCCC)[C:34]1[CH:39]=[CH:38][CH:37]=[CH:36][N:35]=1)CCC.O>C1C=CC([P]([Pd]([P](C2C=CC=CC=2)(C2C=CC=CC=2)C2C=CC=CC=2)([P](C2C=CC=CC=2)(C2C=CC=CC=2)C2C=CC=CC=2)[P](C2C=CC=CC=2)(C2C=CC=CC=2)C2C=CC=CC=2)(C2C=CC=CC=2)C2C=CC=CC=2)=CC=1.CCOC(C)=O>[NH2:8][C:9]1[C:10]([C:26]([NH2:28])=[O:27])=[N:11][C:12]([C:16]2[CH:21]=[CH:20][C:19](=[O:22])[N:18]([CH:23]([CH3:25])[CH3:24])[CH:17]=2)=[C:13]([C:34]2[CH:39]=[CH:38][CH:37]=[CH:36][N:35]=2)[N:14]=1 |^1:52,54,73,92|. Procedure: A toluene solution of 3-amino-5-chloro-6-(1-isopropyl-6-oxo-1,6-dihydro-3-pyridyl)-2-pyrazinecarboxamide (200 mg), 2-(tributylstannyl)pyridine (311 mg), and Pd(PPh3)4 (22.5 mg) was refluxed for 5 hours. Water (20 ml) and EtOAc (15 ml) were poured into the reaction mixture and the aqueous solution was extracted with EtOAc. The organic layer was washed with water and brine, and dried over MgSO4. After filtration, the solvent was removed under reduced pressure. The residual solid was placed on a co...